From a dataset of the Open Reaction Database (ORD), a public repository of structured organic reaction records. describe an organic reaction: reactants, conditions, products, and yield Reaction SMILES: [C:19](=[O:20])([O-:21])[O-:22].[CH3:37][N:38]([CH3:39])[CH:40]=[O:41].[CH:1](=[O:2])[c:3]1[c:4]([C:14](=[O:15])[O:16][CH2:17][CH3:18])[nH:5][c:6]2[cH:7][c:8]([Cl:13])[cH:9][c:10]([Cl:12])[c:11]12.[K+:23].[K+:24].[OH2:36].[c:25]1([CH3:35])[cH:26][cH:27][c:28]([S:31](=[O:32])(=[O:33])[Cl:34])[cH:29][cH:30]1>>[CH:1](=[O:2])[c:3]1[c:4]([C:14](=[O:15])[O:16][CH2:17][CH3:18])[n:5]([S:31]([c:28]2[cH:27][cH:26][c:25]([CH3:35])[cH:30][cH:29]2)(=[O:32])=[O:33])[c:6]2[cH:7][c:8]([Cl:13])[cH:9][c:10]([Cl:12])[c:11]12. Starting materials: O=C([O-])[O-], CN(C)C=O, CCOC(=O)c1[nH]c2cc(Cl)cc(Cl)c2c1C=O, [K+], [K+], O, Cc1ccc(S(=O)(=O)Cl)cc1. Product: CCOC(=O)c1c(C=O)c2c(Cl)cc(Cl)cc2n1S(=O)(=O)c1ccc(C)cc1. Reactants: CO, COc1ccc2c(c1F)C(C)(CC(=O)O)CC2, O=S(=O)(O)O. Yields the product COC(=O)CC1(C)CCc2ccc(OC)c(F)c21. Reaction SMILES: [CH3:23][OH:24].[F:1][c:2]1[c:3]([O:16][CH3:17])[cH:4][cH:5][c:6]2[c:10]1[C:9]([CH3:11])([CH2:12][C:13](=[O:14])[OH:15])[CH2:8][CH2:7]2.[S:18](=[O:19])(=[O:20])([OH:21])[OH:22]>>[F:1][c:2]1[c:3]([O:16][CH3:17])[cH:4][cH:5][c:6]2[c:10]1[C:9]([CH3:11])([CH2:12][C:13]([O:14][CH3:23])=[O:15])[CH2:8][CH2:7]2.